Dataset: the Open Reaction Database (ORD), a public repository of structured organic reaction records. Task: describe an organic reaction: reactants, conditions, products, and yield Starting materials: CC1=C2C(N(C(=NC2=CC=C1)C(C)NC1=C2N=CN(C2=NC=N1)COCC[Si](C)(C)C)C1=CC(=CC=C1)C#C[Si](C)(C)C)=O (5-Methyl-2-{1-[9-(2-trimethylsilylethoxymethyl)-9H-purin-6-ylamino]ethyl}-3-(3-trimethylsilylethynylphenyl)-3H-quinazolin-4-one), Cl (HCl), OC=1C=C(C=CC1)N1C(=NC2=CC=CC(=C2C1=O)C)C(C)NC1=C2N=CNC2=NC=N1 (3-(3-hydroxy-phenyl)-5-methyl-2-[1-(9H-purin-6-ylamino)-ethyl]-3H-quinazolin-4-one). Run in CO (MeOH). Yields the product C(C)(=O)C=1C=C(C=CC1)N1C(=NC2=CC=CC(=C2C1=O)C)C(C)NC1=C2N=CNC2=NC=N1 (3-(3-acetyl-phenyl)-5-methyl-2-{1-[9H-purin-6-ylamino]-ethyl}-3H-quinazolin-4-one). As a reaction SMILES: [CH3:1][C:2]1[CH:11]=[CH:10][CH:9]=[C:8]2[C:3]=1[C:4](=[O:44])[N:5]([C:32]1[CH:37]=[CH:36][CH:35]=[C:34]([C:38]#[C:39][Si](C)(C)C)[CH:33]=1)[C:6]([CH:12]([NH:14][C:15]1[N:23]=[CH:22][N:21]=[C:20]3[C:16]=1[N:17]=[CH:18][N:19]3COCC[Si](C)(C)C)[CH3:13])=[N:7]2.Cl.[OH:46]C1C=C(N2C(=O)C3C(=CC=CC=3C)N=C2C(NC2N=CN=C3C=2N=CN3)C)C=CC=1>CO>[C:38]([C:34]1[CH:33]=[C:32]([N:5]2[C:4](=[O:44])[C:3]3[C:8](=[CH:9][CH:10]=[CH:11][C:2]=3[CH3:1])[N:7]=[C:6]2[CH:12]([NH:14][C:15]2[N:23]=[CH:22][N:21]=[C:20]3[C:16]=2[N:17]=[CH:18][NH:19]3)[CH3:13])[CH:37]=[CH:36][CH:35]=1)(=[O:46])[CH3:39]. Procedure: Compound 139 was treated with 4N HCl in MeOH at 70° C. for 16 hours in accordance with the procedure described for compound 121 (step D). This reaction afforded compound 144, the structure of which is shown below. m/z=440 (M+H) The reactants are C(=O)(C(F)(F)F)O (TFA), ClC=1C=CC(=C(CNC(OC(C)(C)C)=O)C1)CC(C(F)F)NC1=CC=C(C=C1)OC (tert-butyl 5-chloro-2-{3,3-difluoro-2-[(4-methoxyphenyl)amino]propyl}benzylcarbamate). Solvent: C(Cl)Cl (CH2Cl2). Yields the product NCC1=C(CC(C(F)F)NC2=CC=C(C=C2)OC)C=CC(=C1)Cl (N-{1-[2-(aminomethyl)-4-chlorobenzyl]-2,2-difluoroethyl}-N-(4-methoxyphenyl)amine). The yield is 137.9%. Reaction SMILES: C(O)(C(F)(F)F)=O.[Cl:8][C:9]1[CH:10]=[CH:11][C:12]([CH2:24][CH:25]([NH:29][C:30]2[CH:35]=[CH:34][C:33]([O:36][CH3:37])=[CH:32][CH:31]=2)[CH:26]([F:28])[F:27])=[C:13]([CH:23]=1)[CH2:14][NH:15]C(=O)OC(C)(C)C>C(Cl)Cl>[NH2:15][CH2:14][C:13]1[CH:23]=[C:9]([Cl:8])[CH:10]=[CH:11][C:12]=1[CH2:24][CH:25]([NH:29][C:30]1[CH:35]=[CH:34][C:33]([O:36][CH3:37])=[CH:32][CH:31]=1)[CH:26]([F:28])[F:27]. Reported procedure: TFA (5.2 mL) was added to a stirred solution of tert-butyl 5-chloro-2-{3,3-difluoro-2-[(4-methoxyphenyl)amino]propyl}benzylcarbamate (0.516 g, 1.17 mmol) in CH2Cl2 (5.2 mL). After 1 h the solvent was evaporated in vacuo and the residue was partitioned between EtOAc and saturated aqueous Na2CO3. The EtOAc layer was dried (Na2SO4) and evaporated in vacuo to give N-{1-[2-(aminomethyl)-4-chlorobenzyl]-2,2-difluoroethyl}-N-(4-methoxyphenyl)amine (0.550 g) as a foam; MS m/z=341.1. Reactants: NC(=O)c1ccc(Cl)nc1NCCOCc1ccccc1, CC#N, CCOC(C)=O, [Na+], [OH-], O=P(Cl)(Cl)Cl, c1ccncc1. Yields the product N#Cc1ccc(Cl)nc1NCCOCc1ccccc1. Reaction SMILES: [CH2:1]([c:2]1[cH:3][cH:4][cH:5][cH:6][cH:7]1)[O:8][CH2:9][CH2:10][NH:11][c:12]1[c:13]([C:14](=[O:15])[NH2:16])[cH:17][cH:18][c:19]([Cl:21])[n:20]1.[CH3:35][C:36]#[N:37].[CH3:38][CH2:39][O:40][C:41]([CH3:42])=[O:43].[Na+:34].[OH-:33].[P:28]([Cl:29])([Cl:30])([Cl:31])=[O:32].[cH:22]1[cH:23][cH:24][n:25][cH:26][cH:27]1>>[CH2:1]([c:2]1[cH:3][cH:4][cH:5][cH:6][cH:7]1)[O:8][CH2:9][CH2:10][NH:11][c:12]1[c:13]([C:14]#[N:16])[cH:17][cH:18][c:19]([Cl:21])[n:20]1. Reactants: COC(=O)C1C(NCc2cc(OC(F)(F)F)ccc2OC)C(c2ccccc2)N(C(=O)OCc2ccccc2)C1C, COC(=O)C1C(C)NC(c2ccccc2)C1NCc1cc(OC(F)(F)F)ccc1OC, CO, [OH-], [OH-], [Pd+2]. Product: COC(=O)C1C(C)NC(c2ccccc2)C1NCc1cc(OC(F)(F)F)ccc1OC. As a reaction SMILES: [CH2:1]([O:2][C:3](=[O:4])[N:11]1[CH:12]([c:36]2[cH:37][cH:38][cH:39][cH:40][cH:41]2)[CH:13]([NH:21][CH2:22][c:23]2[c:24]([O:34][CH3:35])[cH:25][cH:26][c:27]([O:29][C:30]([F:31])([F:32])[F:33])[cH:28]2)[CH:14]([C:17](=[O:18])[O:19][CH3:20])[CH:15]1[CH3:16])[c:5]1[cH:6][cH:7][cH:8][cH:9][cH:10]1.[CH3:42][O:43][c:44]1[cH:45][cH:46][c:47]([O:48][C:49]([F:50])([F:51])[F:52])[cH:53][c:54]1[CH2:55][NH:56][CH:57]1[CH:58]([C:59]([O:60][CH3:61])=[O:62])[CH:63]([CH3:64])[NH:65][CH:66]1[c:67]1[cH:68][cH:69][cH:70][cH:71][cH:72]1.[CH3:73][OH:74].[OH-:75].[OH-:76].[Pd+2:77]>>[NH:11]1[CH:12]([c:36]2[cH:37][cH:38][cH:39][cH:40][cH:41]2)[CH:13]([NH:21][CH2:22][c:23]2[c:24]([O:34][CH3:35])[cH:25][cH:26][c:27]([O:29][C:30]([F:31])([F:32])[F:33])[cH:28]2)[CH:14]([C:17](=[O:18])[O:19][CH3:20])[CH:15]1[CH3:16].